Dataset: the Open Reaction Database (ORD), a public repository of structured organic reaction records. Task: describe an organic reaction: reactants, conditions, products, and yield Reactants: C(CCCCCCCCCCCC)(=O)OC (tridecanoic acid, methyl ester), NN (hydrazine). Solvent: C(C)O (ethanol). Product: C(CCCCCCCCCCCC)(=O)NN (Tridecanoic acid hydrazide). As a reaction SMILES: [C:1]([O:15]C)(=O)[CH2:2][CH2:3][CH2:4][CH2:5][CH2:6][CH2:7][CH2:8][CH2:9][CH2:10][CH2:11][CH2:12][CH3:13].[NH2:17][NH2:18]>C(O)C>[C:1]([NH:17][NH2:18])(=[O:15])[CH2:2][CH2:3][CH2:4][CH2:5][CH2:6][CH2:7][CH2:8][CH2:9][CH2:10][CH2:11][CH2:12][CH3:13]. Procedure: A solution of tridecanoic acid, methyl ester (24.63 g, 0.1078 mol), and anhydrous hydrazine (3.40 mL, 0.108 mol) in absolute ethanol (150 mL) was stirred at room temperature for 24 hours, then refluxed 2 days. The solution was allowed to cool, and the solid that crystallized was filtered off, washed, and dried in vacuo; yield 18.6 g (75%); mp 101°-104° C. The reactants are C(C)(C)OC(C)C (diisopropylether), NC=1SC=2CCNCCC2N1 (2-amino-4,5,7,8-tetrahydro-6H-thiazolo[5,4-d]azepine), C([O-])([O-])=O.[K+].[K+] (potassium carbonate), BrC1=C(C=CCBr)C=CC=C1 (2-bromo-cinnamyl bromide). The solvent is CN(C=O)C (dimethylformamide). Yields the product NC=1SC=2CCN(CCC2N1)CC=CC1=C(C=CC=C1)Br (2-Amino-6-(3-(2-bromo-phenyl)allyl)-4,5,7,8-tetrahydro- 6H-thiazolo[5,4-d]azepine). Yield: 42.0%. Reaction SMILES: [NH2:1][C:2]1[S:3][C:4]2[CH2:5][CH2:6][NH:7][CH2:8][CH2:9][C:10]=2[N:11]=1.C(=O)([O-])[O-].[K+].[K+].[Br:18][C:19]1[CH:28]=[CH:27][CH:26]=[CH:25][C:20]=1[CH:21]=[CH:22][CH2:23]Br.C(OC(C)C)(C)C>CN(C)C=O>[NH2:1][C:2]1[S:3][C:4]2[CH2:5][CH2:6][N:7]([CH2:23][CH:22]=[CH:21][C:20]3[CH:25]=[CH:26][CH:27]=[CH:28][C:19]=3[Br:18])[CH2:8][CH2:9][C:10]=2[N:11]=1 |f:1.2.3|. Procedure details: Prepared analogously to Example 1 from 2-amino-4,5,7,8-tetrahydro-6H-thiazolo[5,4-d]azepine, potassium carbonate and 2-bromo-cinnamyl bromide in anhydrous dimethylformamide for 2 hours at 20° C. Yield: 42% of theory, Melting point: 103°-106° C. (diisopropylether).